From a dataset of the Open Reaction Database (ORD), a public repository of structured organic reaction records. describe an organic reaction: reactants, conditions, products, and yield The reactants are C(C=C)[Sn](CCCC)(CCCC)CCCC (allyl tri-n-butyltin), [Cl-].[Li+] (lithium chloride), C1(=CC=CC=C1)C (toluene), BrC1=CC2=C(C(OC2)=O)C(=C1)C (5-bromo-7-methyl-2-benzofuran-1(3H)-one), CCOC(=O)C (EtOAc). The reagents and catalysts are C=1C=CC(=CC1)[P](C=2C=CC=CC2)(C=3C=CC=CC3)[Pd]([P](C=4C=CC=CC4)(C=5C=CC=CC5)C=6C=CC=CC6)([P](C=7C=CC=CC7)(C=8C=CC=CC8)C=9C=CC=CC9)[P](C=1C=CC=CC1)(C=1C=CC=CC1)C=1C=CC=CC1 (palladium tetrakis). The product is CC1=CC(=CC2=C1C(OC2)=O)CC=O ((7-methyl-1-oxo-1,3-dihydro-2-benzofuran-5-yl)acetaldehyde). Reaction SMILES: Br[C:2]1[CH:11]=[C:10]([CH3:12])[C:5]2[C:6](=[O:9])[O:7][CH2:8][C:4]=2[CH:3]=1.C([Sn](CCCC)(CCCC)CCCC)C=C.[Cl-].[Li+].C1(C)C=CC=CC=1.[CH3:38][CH2:39][O:40]C(C)=O>C1C=CC([P]([Pd]([P](C2C=CC=CC=2)(C2C=CC=CC=2)C2C=CC=CC=2)([P](C2C=CC=CC=2)(C2C=CC=CC=2)C2C=CC=CC=2)[P](C2C=CC=CC=2)(C2C=CC=CC=2)C2C=CC=CC=2)(C2C=CC=CC=2)C2C=CC=CC=2)=CC=1>[CH3:12][C:10]1[C:5]2[C:6](=[O:9])[O:7][CH2:8][C:4]=2[CH:3]=[C:2]([CH2:38][CH:39]=[O:40])[CH:11]=1 |f:2.3,^1:47,49,68,87|. Procedure: To a flask charged with 5-bromo-7-methyl-2-benzofuran-1(3H)-one (27 mg, 0.12 mmol) and a stir bar was added allyl tri-n-butyltin (79 mg, 0.24 mmol), lithium chloride (15 mg, 0.36 mmol), palladium tetrakis (28 mg, 0.024 mmol), and toluene (4 mL). The reaction was sealed with a condensor, purged three times with nitrogen, and heated to reflux for 16 hours. LC showed good reaction at that point. The reaction was diluted with EtOAc, adsorbed onto silica gel, and purified by flash chromatography. Rem... The reactants are CC(=O)C1=NC(=NC(=C1C1=CC=C(C=C1)Cl)N)N ([2,6-Diamino-5-(p-chlorophenyl)-4-pyrimidinyl] methyl ketone), C(C)(=O)[O-].[Na+] (sodium acetate), C(C)O (ethanol), Cl.NO (hydroxylamine, hydrochloride). Solvent: O (water). The product is CC(C1=NC(=NC(=C1C1=CC=C(C=C1)Cl)N)N)=NO ([2,6-Diamino-5-(p-Chlorophenyl)-4-Pyrimidinyl] Methyl Ketone Oxime). Reaction SMILES: [CH3:1][C:2]([C:4]1[C:9]([C:10]2[CH:15]=[CH:14][C:13]([Cl:16])=[CH:12][CH:11]=2)=[C:8]([NH2:17])[N:7]=[C:6]([NH2:18])[N:5]=1)=O.C(O)C.Cl.[NH2:23][OH:24].C([O-])(=O)C.[Na+]>O>[CH3:1][C:2](=[N:23][OH:24])[C:4]1[C:9]([C:10]2[CH:15]=[CH:14][C:13]([Cl:16])=[CH:12][CH:11]=2)=[C:8]([NH2:17])[N:7]=[C:6]([NH2:18])[N:5]=1 |f:2.3,4.5|. Reported procedure: [2,6-Diamino-5-(p-chlorophenyl)-4-pyrimidinyl] methyl ketone (2.6 g.) was dissolved in 30 ml. of ethanol and hydroxylamine, hydrochloride (1.5 g.) and sodium acetate (2.5 g.) in 25 ml. of water was added and the mixture refluxed for 5 hours. After cooling a white precipitate separated; it was recrystallized from methanol to give 1.5 g. of the title product, m.p. 256°-259°. Reactants: NC1=CC(=C(C=C1)O)Cl (4-amino-2-chlorophenol), C(C)OC(C)=O (ethylacetate), C(=O)(Cl)Cl (phosgene), C(=O)(Cl)Cl (phosgene). Solvent: C1=CC=CC=C1 (benzene). Conditions: temperature 40 celsius, time 48 hour. Yields the product ClC=1C=C(NC(OC)=O)C=CC1O (3-Chloro-4-Hydroxycarbanilic Acid, Methyl Ester). As a reaction SMILES: [NH2:1][C:2]1[CH:7]=[CH:6][C:5]([OH:8])=[C:4]([Cl:9])[CH:3]=1.[CH2:10]([O:12][C:13](=[O:15])C)C.C(Cl)(Cl)=O>C1C=CC=CC=1>[Cl:9][C:4]1[CH:3]=[C:2]([CH:7]=[CH:6][C:5]=1[OH:8])[NH:1][C:13](=[O:15])[O:12][CH3:10]. Procedure: Powdered 4-amino-2-chlorophenol (210 grams, 1.46 moles) is added to a dry ethylacetate solution (2100 ml.) of phosgene (210 grams, 2.05 moles) and the mixture is stirred at 0°C. to 10°C. Slowly the reaction mixture is raised to reflux temperature after 1 hour. Further phosgene (20 grams) is passed through the solution during a one-half hour period, then the mixture is heated under reflux during another 30 minute period, cooled to 40°C., and rapidly filtered. The filtrate is evaporated under redu... The reactants are C(C)(C)O (isopropanol), OC=1C(C2=CC3=CC=CC=C3C=C2C(C1)=O)=O (2-hydroxy-1,4-anthraquinone), B(F)(F)F.CCOCC (borontrifluoride etherate). Run at temperature 70 celsius. The product is desired product, C(C)(C)OC=1C(C2=CC3=CC=CC=C3C=C2C(C1)=O)=O (2-isopropoxy-1,4-anthraquinone). Reaction SMILES: [OH:1][C:2]1[C:3](=[O:17])[C:4]2[C:13]([C:14](=[O:16])[CH:15]=1)=[CH:12][C:11]1[C:6](=[CH:7][CH:8]=[CH:9][CH:10]=1)[CH:5]=2.B(F)(F)F.CCOCC.[CH:27](O)([CH3:29])[CH3:28]>>[CH:27]([O:1][C:2]1[C:3](=[O:17])[C:4]2[C:13]([C:14](=[O:16])[CH:15]=1)=[CH:12][C:11]1[C:6](=[CH:7][CH:8]=[CH:9][CH:10]=1)[CH:5]=2)([CH3:29])[CH3:28] |f:1.2|. Procedure details: 4 grams of 2-hydroxy-1,4-anthraquinone synthesized as described above, 20 ml of isopropanol and 12 ml of borontrifluoride etherate were heated at 70° C. overnight, yielding the desired product, 2-isopropoxy-1,4-anthraquinone. After cooling, the solution was filtered, dried, and washed with standard KHSO4. Finally, the product was washed with water and dried at room temperature overnight.